Dataset: the Open Reaction Database (ORD), a public repository of structured organic reaction records. Task: describe an organic reaction: reactants, conditions, products, and yield Yields the product COC=1C=C2CCC=3C4=C(OC(C3C2=CC1)=O)C=C(C=C4)O (2-Methoxy-8-hydroxy-11,12-dihydro-5H-benzo[b]naphtho[2,1-d]pyran-5-one). Run in C1(=CC=CC=C1)C (toluene). Yield: 70.8%. Reactants: O (water), C(=O)(OC)C1C(CCC2=CC(=CC=C12)OC)=O (1-carbomethoxy-6-methoxy-2-tetralone), C1(O)=CC(O)=CC=C1 (resorcinol), P(=O)(Cl)(Cl)Cl (phosphorus oxychloride). Conditions: temperature 80 celsius. As a reaction SMILES: [C:1]([CH:5]1[C:14]2[C:9](=[CH:10][C:11]([O:15][CH3:16])=[CH:12][CH:13]=2)[CH2:8][CH2:7][C:6]1=O)([O:3][CH3:4])=[O:2].[C:18]1([CH:25]=C[CH:23]=[C:21](O)[CH:20]=1)[OH:19].P(Cl)(Cl)(Cl)=O.O>C1(C)C=CC=CC=1>[CH3:16][O:15][C:11]1[CH:10]=[C:9]2[C:14](=[CH:13][CH:12]=1)[C:5]1[C:1](=[O:2])[O:3][C:4]3[CH:25]=[C:18]([OH:19])[CH:20]=[CH:21][C:23]=3[C:6]=1[CH2:7][CH2:8]2. Procedure details: To a solution of 1-carbomethoxy-6-methoxy-2-tetralone (see, Colvin, Martin, and Shroot, Chemistry and Industry, 2130 (1966)) (18.0 g, 76.8 mmol) and resorcinol (8.9 g, 80.7 mmol) stirring at ambient temperature in toluene (450 mL) was added phosphorus oxychloride (12.0 g, 7.3 mL, 18.3 mmol) dropwise, and the mixture warmed to 80° C. for 12 h. After cooling to room temperature, the mixture was poured into water (500 mL) and filtered, rinsing the precipitate with ether. The filtrate layers were se... Reactants: Cl.CO (Hydrogen chloride methanol), C(C)C(CCSC1=CC(=C(C(=C1)OC)OC)OC)(C=1SC=CC1)[N+]#[C-] (1-ethyl-3-(3,4,5-trimethoxyphenylthio)-1-(2-thienyl)propyl isocyanide). Run at time 3 hour. Yields the product C(C)C(CCSC1=CC(=C(C(=C1)OC)OC)OC)(C=1SC=CC1)N (1-ethyl-3-(3,4,5-trimethoxyphenylthio)-1-(2-thienyl)propylamine). The yield is 84.9%. As a reaction SMILES: Cl.CO.[CH2:4]([C:6]([N+:27]#[C-])([C:22]1[S:23][CH:24]=[CH:25][CH:26]=1)[CH2:7][CH2:8][S:9][C:10]1[CH:15]=[C:14]([O:16][CH3:17])[C:13]([O:18][CH3:19])=[C:12]([O:20][CH3:21])[CH:11]=1)[CH3:5]>>[CH2:4]([C:6]([NH2:27])([C:22]1[S:23][CH:24]=[CH:25][CH:26]=1)[CH2:7][CH2:8][S:9][C:10]1[CH:11]=[C:12]([O:20][CH3:21])[C:13]([O:18][CH3:19])=[C:14]([O:16][CH3:17])[CH:15]=1)[CH3:5] |f:0.1|. Procedure details: 15% Hydrogen chloride/methanol solution (12 ml) is added to 1-ethyl-3-(3,4,5-trimethoxyphenylthio)-1-(2-thienyl)propyl isocyanide (2.3 g) under ice-cooling and the mixture is stirred at room temperature for 3 hours. The mixture is concentrated under reduced pressure to remove solvent and the residue is adjusted to pH 10 with an aqueous potassium carbonate solution. The aqueous mixture is extracted with ethyl acetate and the extract is washed with an aqueous saturated sodium chloride solution, dr...